This data is from the Open Reaction Database (ORD), a public repository of structured organic reaction records. The task is: describe an organic reaction: reactants, conditions, products, and yield Starting materials: C[Si](OC)(OC)OC (methyltrimethoxysilane). Run in O (water). Yields the product [SiH3]O (silanol), C[Si](OC)(OC)OC (methyltrimethoxysilane). Reaction SMILES: [CH3:1][Si:2]([O:7][CH3:8])([O:5][CH3:6])[O:3][CH3:4]>O>[SiH3:2][OH:3].[CH3:1][Si:2]([O:7][CH3:8])([O:5][CH3:6])[O:3][CH3:4]. Reported procedure: adding a stoichiometric excess of acidic water slowly to methyltrimethoxysilane to form a silanol hydrolysate of methyltrimethoxysilane in an acid medium; Starting materials: CS(=O)(=O)OCC1COC(CBr)(c2ccc(Cl)cc2)O1, CN(C)C=O, Cc1cc(CN(C)C)cc(Cl)c1O, [H-], [H][H], [Na+]. Yields the product Cc1cc(CN(C)C)cc(Cl)c1OCC1COC(CBr)(c2ccc(Cl)cc2)O1. Reaction SMILES: [CH3:18][S:19]([O:20][CH2:23][CH:24]1[O:25][C:26]([c:29]2[cH:30][cH:31][c:32]([Cl:35])[cH:33][cH:34]2)([CH2:36][Br:37])[O:27][CH2:28]1)(=[O:21])=[O:22].[CH3:38][N:39]([CH3:40])[CH:41]=[O:42].[Cl:1][c:2]1[c:3]([OH:13])[c:4]([CH3:12])[cH:5][c:6]([CH2:8][N:9]([CH3:10])[CH3:11])[cH:7]1.[H-:14].[H:16][H:17].[Na+:15]>>[Cl:1][c:2]1[c:3]([O:13][CH2:23][CH:24]2[O:25][C:26]([c:29]3[cH:30][cH:31][c:32]([Cl:35])[cH:33][cH:34]3)([CH2:36][Br:37])[O:27][CH2:28]2)[c:4]([CH3:12])[cH:5][c:6]([CH2:8][N:9]([CH3:10])[CH3:11])[cH:7]1. The reactants are C1CC1CNC2=CC=C(C3=CC=CC=C32)Cl.Cl, CCOC(=O)C1CC1C(=O)C2=C(C=C(C=N2)Br)OC. Reagents/catalysts: C(=O)([O-])[O-].[Cs+].[Cs+], C1=CC=C(C=C1)P(C2=CC=CC=C2)C3=C(C4=CC=CC=C4C=C3)C5=C(C=CC6=CC=CC=C65)P(C7=CC=CC=C7)C8=CC=CC=C8, CC(=O)O.CC(=O)O.[Pd]. The solvent is CC1=CC=CC=C1. Conditions: temperature 70 celsius. Yields the product CCOC(=O)C1CC1C(=O)C2=C(C=C(C=N2)N(CC3CC3)C4=CC=C(C5=CC=CC=C54)Cl)OC. Yield: 66.2%. Reported procedure: Repeat from  Patent write up and cf  _EN06741-39\Reaction_  **_Aim:-_ **to Prepare target for further use **. NB. the SM is either the (R,R) or (S,S) isomer**  ethyl 2-(5-bromo-3-methoxypicolinoyl)cyclopropanecarboxylate (0.329 g, 1.00 mmol), 4-chloro-N-(cyclopropylmethyl)naphthalen-1-amine, HCl (0.323 g, 1.20 mmol), PALLADIUM(II) ACETATE (0.011 g, 0.05 mmol), rac-2,2'-bis(diphenylphosphino)-1,1'-binaphthalene (0.044 g, 0.07 mmol) and cesium carbonate (0.784 g, 2.41 mmol) were mixed in toluene (... The reactants are CC(C)(C)[O-].[Na+] (tBuONa), bis(dibenzylideneacetonato)palladium, BrC=1C=CC(=NC1)C (5-bromo-2-methylpyridine). Reagents/catalysts: C1(=CC=CC=C1)P([C-]1C=CC=C1)C1=CC=CC=C1.[C-]1(C=CC=C1)P(C1=CC=CC=C1)C1=CC=CC=C1.[Fe+2] (1,1′-bis(diphenylphosphino)ferrocene). Run in C1(=CC=CC=C1)C (toluene). Reaction conditions: temperature 80 celsius. Product: CC1=CC=C(C=N1)N1CCOC2=C1C=CC=C2 (4-(6-Methyl-pyridin-3-yl)-3,4-dihydro-2H-benzo[1,4]oxazine). RXN SMILES: Br[C:2]1[CH:3]=[CH:4][C:5]([CH3:8])=[N:6][CH:7]=1.[CH3:9][C:10]([O-:13])(C)[CH3:11].[Na+]>C1(C)C=CC=CC=1.C1(P(C2C=CC=CC=2)[C-]2C=CC=C2)C=CC=CC=1.[C-]1(P(C2C=CC=CC=2)C2C=CC=CC=2)C=CC=C1.[Fe+2]>[CH3:8][C:5]1[N:6]=[CH:7][C:2]([N:6]2[C:9]3[CH:7]=[CH:2][CH:3]=[CH:11][C:10]=3[O:13][CH2:4][CH2:5]2)=[CH:3][CH:4]=1 |f:1.2,4.5.6|. Procedure details: A nitrogen stream was bubbled through a mixture of 5-bromo-2-methylpyridine (3.818 g, 22.195 mmol) in toluene (28 ml), then, tBuONa (6.186 g, 64.365 mmol), 1,1′-bis(diphenylphosphino)ferrocene (0.615 g, 1.11 mmol), bis(dibenzylideneacetonato)palladium (0.383 g, 0.666 mmol) and 3,4-dihydro-2H-1,4-benzoxazino [CA.S. 5735-53-5] (1.77 g, 13.097 mmol) were added. The reaction mixture was heated at 80° C. overnight. After cooling to room temperature, the reaction mixture was filtered through diatomace... Starting materials: CC(O)CNc1nc(S(C)(=O)=O)nc2c1cnn2COCC[Si](C)(C)C, Oc1ccc(F)cc1F, [H-], [Na+], CN(C)C=O. Yields the product CC(O)CNc1nc(Oc2ccc(F)cc2F)nc2c1cnn2COCC[Si](C)(C)C. As a reaction SMILES: [CH3:12][S:13](=[O:14])(=[O:15])[c:16]1[n:17][c:18]([NH:33][CH2:34][CH:35]([CH3:36])[OH:37])[c:19]2[c:20]([n:21]1)[n:22]([CH2:25][O:26][CH2:27][CH2:28][Si:29]([CH3:30])([CH3:31])[CH3:32])[n:23][cH:24]2.[F:1][c:2]1[c:3]([OH:9])[cH:4][cH:5][c:6]([F:8])[cH:7]1.[H-:10].[Na+:11].[O:38]=[CH:39][N:40]([CH3:41])[CH3:42]>>[F:1][c:2]1[c:3]([O:9][c:16]2[n:17][c:18]([NH:33][CH2:34][CH:35]([CH3:36])[OH:37])[c:19]3[c:20]([n:21]2)[n:22]([CH2:25][O:26][CH2:27][CH2:28][Si:29]([CH3:30])([CH3:31])[CH3:32])[n:23][cH:24]3)[cH:4][cH:5][c:6]([F:8])[cH:7]1. Starting materials: CC(=O)O, COc1cc(C)c(C(C)(O)c2ccc(OC)c(C(C)C)c2)c(C)c1, CCO, [H][H]. Yields the product COc1cc(C)c(C(C)c2ccc(OC)c(C(C)C)c2)c(C)c1. RXN SMILES: [C:25]([OH:26])(=[O:27])[CH3:28].[CH3:1][c:2]1[c:3]([C:11]([CH3:12])([OH:13])[c:14]2[cH:15][c:16]([CH:22]([CH3:23])[CH3:24])[c:17]([O:20][CH3:21])[cH:18][cH:19]2)[c:4]([CH3:10])[cH:5][c:6]([O:8][CH3:9])[cH:7]1.[CH3:31][CH2:32][OH:33].[H:29][H:30]>>[CH3:1][c:2]1[c:3]([CH:11]([CH3:12])[c:14]2[cH:15][c:16]([CH:22]([CH3:23])[CH3:24])[c:17]([O:20][CH3:21])[cH:18][cH:19]2)[c:4]([CH3:10])[cH:5][c:6]([O:8][CH3:9])[cH:7]1.